Dataset: the Open Reaction Database (ORD), a public repository of structured organic reaction records. Task: describe an organic reaction: reactants, conditions, products, and yield The reactants are COC(=O)c1ccc2c(c1)N(S(=O)(=O)c1cc(C)cc(C)c1)CC2, CCO, [K+], [OH-], O. Yields the product Cc1cc(C)cc(S(=O)(=O)N2CCc3ccc(C(=O)O)cc32)c1. As a reaction SMILES: [CH3:1][O:2][C:3](=[O:4])[c:5]1[cH:6][cH:7][c:8]2[c:12]([cH:13]1)[N:11]([S:14](=[O:15])(=[O:16])[c:17]1[cH:18][c:19]([CH3:24])[cH:20][c:21]([CH3:23])[cH:22]1)[CH2:10][CH2:9]2.[CH3:28][CH2:29][OH:30].[K+:26].[OH-:25].[OH2:27]>>[O:2]=[C:3]([OH:4])[c:5]1[cH:6][cH:7][c:8]2[c:12]([cH:13]1)[N:11]([S:14](=[O:15])(=[O:16])[c:17]1[cH:18][c:19]([CH3:24])[cH:20][c:21]([CH3:23])[cH:22]1)[CH2:10][CH2:9]2. Reactants: [Na] (sodium), C(C)O (ethanol), ClC=1N=NC(=C(C1C)C)Cl (3,6-dichloro-4,5-dimethylpyridazine). Conditions: time 4 hour. Yields the product C(C)OC=1N=NC(=C(C1C)C)Cl (3-ethoxy-4,5-dimethyl-6-chloropyridazine). RXN SMILES: [Na].[Cl:2][C:3]1[N:4]=[N:5][C:6](Cl)=[C:7]([CH3:10])[C:8]=1[CH3:9].[CH2:12]([OH:14])[CH3:13]>>[CH2:12]([O:14][C:6]1[N:5]=[N:4][C:3]([Cl:2])=[C:8]([CH3:9])[C:7]=1[CH3:10])[CH3:13] |^1:0|. Procedure details: 0.69 g(0.03 mol) of metallic sodium was dissolved in 100 ml of absolute ethanol and then 5.31 g(0.03 mol) of 3,6-dichloro-4,5-dimethylpyridazine was added thereto and completely dissolved. The reaction solution was stirred for 4 hours at room temperature and then treated according to the same manner as Preparation 5 to obtain the title compound as a pale white crystal. Reactants: C(C)OC=1C=C(C(=O)O)C=CC1I (3-Ethoxy-4-iodo-benzoic acid), C(C(=O)Cl)(=O)Cl (oxalyl chloride), N1CCCCC1 (piperidine). The reagents and catalysts are CN(C=O)C (dimethylformamide). The solvent is C(Cl)Cl (methylene chloride), C(Cl)Cl (methylene chloride). Run at time 8 hour. Yields the product C(C)OC=1C=C(C=CC1I)C(=O)N1CCCCC1 ((3-ethoxy-4-iodo-phenyl)-piperidin-1-yl-methanone). Isolated yield 50.3%. Reaction SMILES: [CH2:1]([O:3][C:4]1[CH:5]=[C:6]([CH:10]=[CH:11][C:12]=1[I:13])[C:7]([OH:9])=O)[CH3:2].C(Cl)(=O)C(Cl)=O.[NH:20]1[CH2:25][CH2:24][CH2:23][CH2:22][CH2:21]1>C(Cl)Cl.CN(C)C=O>[CH2:1]([O:3][C:4]1[CH:5]=[C:6]([C:7]([N:20]2[CH2:25][CH2:24][CH2:23][CH2:22][CH2:21]2)=[O:9])[CH:10]=[CH:11][C:12]=1[I:13])[CH3:2]. Procedure details: 3-Ethoxy-4-iodo-benzoic acid (2.73 grams, 9.36 mmol) was suspended in methylene chloride (25 mL), and oxalyl chloride (5.15 mL, 2.0 M in methylene chloride, 10.3 mmol) was added by pipette. Three drops of dimethylformamide was added and this mixture was stirred overnight at room temperature. The volatiles from the now homogeneous reaction were removed under vacuum and the residue reconstituted in methylene chloride. One half of this was treated with piperidine (2.0 mL, 20 mmol). The mixture was ...